This data is from the Open Reaction Database (ORD), a public repository of structured organic reaction records. The task is: describe an organic reaction: reactants, conditions, products, and yield Starting materials: C(C)(=O)OC=1C=C(C(=O)[O-])C=CC1OC(C)=O.[Na+] (sodium 3,4-diacetoxybenzoate), CC(C)(C)OC(=O)C=1N2C([C@H]([C@H]2SCC1CI)NC(COC1=CC=CC=C1)=O)=O ((6R-trans)-3-(iodomethyl)-8-oxo-7-[(phenoxyacetyl)amino]-5-thia-1-azabicyclo[4.2.0]oct-2-ene-2-carboxylic acid 1,1-dimethylethyl ester), CCCCCC.CCOC(=O)C (hexane EtOAc). Solvent: CN(C)C=O (DMF), CN(C)C=O (DMF). Conditions: time 2 hour. Product: CC(C)(C)OC(=O)C=1N2C(C(C2SCC1COC(C1=CC(=C(C=C1)OC(C)=O)OC(C)=O)=O)NC(COC1=CC=CC=C1)=O)=O ([[(3,4-bis(acetyloxy)benzoyl]oxy]methyl]-8-oxo-7-[(phenoxyacetyl)amino]-5-thia-1-azabicyclo[4.2.0]oct-2-ene-2-carboxylic acid 1,1-dimethylethyl ester). Reaction SMILES: [C:1]([O:4][C:5]1[CH:6]=[C:7]([CH:11]=[CH:12][C:13]=1[O:14][C:15](=[O:17])[CH3:16])[C:8]([O-:10])=[O:9])(=[O:3])[CH3:2].[Na+].[CH3:19][C:20]([O:23][C:24]([C:26]1[N:27]2[C@H:30]([S:31][CH2:32][C:33]=1[CH2:34]I)[C@H:29]([NH:36][C:37](=[O:46])[CH2:38][O:39][C:40]1[CH:45]=[CH:44][CH:43]=[CH:42][CH:41]=1)[C:28]2=[O:47])=[O:25])([CH3:22])[CH3:21].CCCCCC.CCOC(C)=O>CN(C=O)C>[CH3:22][C:20]([O:23][C:24]([C:26]1[N:27]2[CH:30]([S:31][CH2:32][C:33]=1[CH2:34][O:9][C:8](=[O:10])[C:7]1[CH:11]=[CH:12][C:13]([O:14][C:15](=[O:17])[CH3:16])=[C:5]([O:4][C:1](=[O:3])[CH3:2])[CH:6]=1)[CH:29]([NH:36][C:37](=[O:46])[CH2:38][O:39][C:40]1[CH:41]=[CH:42][CH:43]=[CH:44][CH:45]=1)[C:28]2=[O:47])=[O:25])([CH3:19])[CH3:21] |f:0.1,3.4|. Procedure: By following the procedures and conditions described in Example 4, 2.33 g (8.95 mmol) of sodium 3,4-diacetoxybenzoate in 100 mL of DMF added to 4.75 g (8.95 mmol) of (6R-trans)-3-(iodomethyl)-8-oxo-7-[(phenoxyacetyl)amino]-5-thia-1-azabicyclo[4.2.0]oct-2-ene-2-carboxylic acid 1,1-dimethylethyl ester in 50 mL of DMF, followed by stirring for 2 hours, gave 3.36 g (58.5%) of a cream colored solid after silica gel chromatography (6:4 hexane/EtOAc). Starting materials: Cl.C(C)(=O)C=1C=CC(=C(C1)C=1C2=C(N=CN1)C(=C(N2)C)C(=O)N[C@@H]2CC[C@H](CC2)N)OCC2CC2 (4-[5-acetyl-2-(cyclopropylmethoxy)phenyl]-N-(trans-4-aminocyclohexyl)-6-methyl-5H-pyrrolo[3,2-d]pyrimidine-7-carboxamide hydrochloride), C(C)(=O)Cl (acetyl chloride). The product is C(C)(=O)N[C@@H]1CC[C@H](CC1)NC(=O)C1=C(NC2=C1N=CN=C2C2=C(C=CC(=C2)C(C)=O)OCC2CC2)C (N-[trans-4-(Acetylamino)cyclohexyl]-4-[5-acetyl-2-(cyclopropylmethoxy)phenyl]-6-methyl-5H-pyrrolo[3,2-d]pyrimidine-7-carboxamide). Reaction SMILES: Cl.[C:2]([C:5]1[CH:6]=[CH:7][C:8]([O:31][CH2:32][CH:33]2[CH2:35][CH2:34]2)=[C:9]([C:11]2[C:12]3[NH:19][C:18]([CH3:20])=[C:17]([C:21]([NH:23][C@H:24]4[CH2:29][CH2:28][C@H:27]([NH2:30])[CH2:26][CH2:25]4)=[O:22])[C:13]=3[N:14]=[CH:15][N:16]=2)[CH:10]=1)(=[O:4])[CH3:3].[C:36](Cl)(=[O:38])[CH3:37]>>[C:36]([NH:30][C@H:27]1[CH2:28][CH2:29][C@H:24]([NH:23][C:21]([C:17]2[C:13]3[N:14]=[CH:15][N:16]=[C:11]([C:9]4[CH:10]=[C:5]([C:2](=[O:4])[CH3:3])[CH:6]=[CH:7][C:8]=4[O:31][CH2:32][CH:33]4[CH2:34][CH2:35]4)[C:12]=3[NH:19][C:18]=2[CH3:20])=[O:22])[CH2:25][CH2:26]1)(=[O:38])[CH3:37] |f:0.1|. Procedure details: Starting from 4-[5-acetyl-2-(cyclopropylmethoxy)phenyl]-N-(trans-4-aminocyclohexyl)-6-methyl-5H-pyrrolo[3,2-d]pyrimidine-7-carboxamide hydrochloride (example D.f56) and commercially available acetyl chloride the title compound is obtained as colorless solid.